This data is from the Open Reaction Database (ORD), a public repository of structured organic reaction records. The task is: describe an organic reaction: reactants, conditions, products, and yield Starting materials: ClCCC1=NOC2=C1C=CC=C2 (3-(2-chloroethyl)-1,2-benzisoxazole), C(C1=CC=CC=C1)N1CCNCC1 (N-benzylpiperazine). Solvent: C=1(C(=CC=CC1)C)C (xylene), C(Cl)Cl (CH2Cl2). Run at temperature 150 celsius. The product is Cl.Cl.C1(=CC=CC=C1)CN1CCN(CC1)CCC1=NOC2=C1C=CC=C2 (3-[2-[1-(Phenylmethyl)-4-piperazinyl]ethyl]-1,2-benzisoxazole dihydrochloride salt), base. The yield is 35.0%. Reaction SMILES: [Cl:1][CH2:2][CH2:3][C:4]1[C:8]2[CH:9]=[CH:10][CH:11]=[CH:12][C:7]=2[O:6][N:5]=1.[CH2:13]([N:20]1[CH2:25][CH2:24][NH:23][CH2:22][CH2:21]1)[C:14]1[CH:19]=[CH:18][CH:17]=[CH:16][CH:15]=1>C1(C)C(C)=CC=CC=1.C(Cl)Cl>[ClH:1].[ClH:1].[C:14]1([CH2:13][N:20]2[CH2:21][CH2:22][N:23]([CH2:2][CH2:3][C:4]3[C:8]4[CH:9]=[CH:10][CH:11]=[CH:12][C:7]=4[O:6][N:5]=3)[CH2:24][CH2:25]2)[CH:15]=[CH:16][CH:17]=[CH:18][CH:19]=1 |f:4.5.6|. Reported procedure: A mixture of 3-(2-chloroethyl)-1,2-benzisoxazole (0.55 g, 3.03 mmol) and N-benzylpiperazine (1.06 mL, 6.06 mmol) in xylene (4 mL) was heated at 150° C. for 4.75 hours. The cooled mixture was diluted with CH2Cl2 and washed with H2O. The organic layer was dried (MgSO4), filtered and concentrated. Purification by silica gel flash chromatography (50% EtOAc-hexanes→100% EtOAc) gave the title compound, free base (0.337 g, 35%) as a pale yellow oil. Reactants: [OH-].[Na+] (sodium hydroxide), trimethylsulfoxide iodide, FC1=C(CN2CCC(CC2)=O)C=CC=C1 (1-(2-fluorobenzyl)-4-piperidone), C1(=CC=CC=C1)C (toluene). Reagents/catalysts: S(=O)(=O)(O)[O-].C(CCC)[N+](CCCC)(CCCC)CCCC (tetrabutylammonium hydrogen sulfate). Solvent: aqueous solution. Run at temperature 80 celsius. Yields the product FC1=C(CN2CCC3(CO3)CC2)C=CC=C1 (N-(2-fluorobenzyl)-1-oxa-6-azaspiro[2,5]-octane). RXN SMILES: [F:1][C:2]1[CH:15]=[CH:14][CH:13]=[CH:12][C:3]=1[CH2:4][N:5]1[CH2:10][CH2:9][C:8](=[O:11])[CH2:7][CH2:6]1.[OH-].[Na+].[C:18]1(C)C=CC=CC=1>S([O-])(O)(=O)=O.C([N+](CCCC)(CCCC)CCCC)CCC>[F:1][C:2]1[CH:15]=[CH:14][CH:13]=[CH:12][C:3]=1[CH2:4][N:5]1[CH2:10][CH2:9][C:8]2([O:11][CH2:18]2)[CH2:7][CH2:6]1 |f:1.2,4.5|. Procedure details: 68.95 g (0.333 mol) of 1-(2-fluorobenzyl)-4-piperidone crude product was added to a reaction bottle, and 290 mL of toluene was added. The reaction heated at 80° C. in an oil bath under stirring, and then to the reaction 83.00 g (0.377 mol) of trimethylsulfoxide iodide and 2.20 g (0.0065 mol) of tetrabutylammonium hydrogen sulfate was added in sequence. Then to the reaction 28.40 g (0.710 mol) sodium hydroxide dissolved in 90 mL of aqueous solution was added dropwise under stirring. After the add... The reactants are FC(C1=NC2=C(C=CC=C2C(=C1C(=O)Cl)O)C(F)(F)F)(F)F (2,8-bis-(trifluoromethyl)-4-hydroxy-3-quinoline-carboxylic acid chloride), NC=1N(C=CN1)C (2-amino-N-methyl-imidazole). The product is FC(C1=NC2=C(C=CC=C2C(=C1C(=O)NC=1N(C=CN1)C)O)C(F)(F)F)(F)F (2,8-bis-(trifluoromethyl)-4-hydroxy-N-(1-methyl-1H-imidazol-2-yl-)-3-quinolinecarboxamide). Yield: 33.9%. Reaction SMILES: [F:1][C:2]([F:22])([F:21])[C:3]1[C:12]([C:13](Cl)=[O:14])=[C:11]([OH:16])[C:10]2[C:5](=[C:6]([C:17]([F:20])([F:19])[F:18])[CH:7]=[CH:8][CH:9]=2)[N:4]=1.[NH2:23][C:24]1[N:25]([CH3:29])[CH:26]=[CH:27][N:28]=1>>[F:1][C:2]([F:22])([F:21])[C:3]1[C:12]([C:13]([NH:23][C:24]2[N:25]([CH3:29])[CH:26]=[CH:27][N:28]=2)=[O:14])=[C:11]([OH:16])[C:10]2[C:5](=[C:6]([C:17]([F:20])([F:19])[F:18])[CH:7]=[CH:8][CH:9]=2)[N:4]=1. Procedure details: Using the procedure of Example 1, 2,8-bis-(trifluoromethyl)-4-hydroxy-3-quinoline-carboxylic acid chloride and 2-amino-N-methyl-imidazole were reacted to obtain a 33.9% yield of 2,8-bis-(trifluoromethyl)-4-hydroxy-N-(1-methyl-1H-imidazol-2-yl-)-3-quinolinecarboxamide melting at 259° C. Starting materials: BrCCOC1CCCCO1, CC(C)(C)NS(=O)(=O)c1c[nH]c2ccccc12, [Cl-], [H-], [NH4+], [Na+], CN(C)C=O, O. The product is CC(C)(C)NS(=O)(=O)c1cn(CCOC2CCCCO2)c2ccccc12. As a reaction SMILES: [Br:20][CH2:21][CH2:22][O:23][CH:24]1[O:25][CH2:26][CH2:27][CH2:28][CH2:29]1.[CH3:1][C:2]([CH3:3])([CH3:4])[NH:5][S:6](=[O:7])(=[O:8])[c:9]1[cH:10][nH:11][c:12]2[cH:13][cH:14][cH:15][cH:16][c:17]12.[Cl-:30].[H-:18].[NH4+:31].[Na+:19].[O:32]=[CH:33][N:34]([CH3:35])[CH3:36].[OH2:37]>>[CH3:1][C:2]([CH3:3])([CH3:4])[NH:5][S:6](=[O:7])(=[O:8])[c:9]1[cH:10][n:11]([CH2:21][CH2:22][O:23][CH:24]2[O:25][CH2:26][CH2:27][CH2:28][CH2:29]2)[c:12]2[cH:13][cH:14][cH:15][cH:16][c:17]12.